Dataset: the Open Reaction Database (ORD), a public repository of structured organic reaction records. Task: describe an organic reaction: reactants, conditions, products, and yield The reactants are BrCCOC1=CC(=C2C=C(NC2=C1)C(=O)NC1CCCCC1)C (6-(2-bromoethoxy)-N-cyclohexyl-4-methyl-1H-indole-2-carboxamide), C(=O)([O-])[O-].[Cs+].[Cs+] (Cs2CO3), N1CCOCC1 (morpholine). The solvent is O (water), C(C)#N (acetonitrile). Reaction conditions: time 16 hour. The product is C1(CCCCC1)NC(=O)C=1NC2=CC(=CC(=C2C1)C)OCCN1CCOCC1 (N-cyclohexyl-4-methyl-6-(2-morpholinoethoxy)-1H-indole-2-carboxamide). Isolated yield 69.8%. Reaction SMILES: Br[CH2:2][CH2:3][O:4][C:5]1[CH:13]=[C:12]2[C:8]([CH:9]=[C:10]([C:14]([NH:16][CH:17]3[CH2:22][CH2:21][CH2:20][CH2:19][CH2:18]3)=[O:15])[NH:11]2)=[C:7]([CH3:23])[CH:6]=1.C([O-])([O-])=O.[Cs+].[Cs+].[NH:30]1[CH2:35][CH2:34][O:33][CH2:32][CH2:31]1>C(#N)C.O>[CH:17]1([NH:16][C:14]([C:10]2[NH:11][C:12]3[C:8]([CH:9]=2)=[C:7]([CH3:23])[CH:6]=[C:5]([O:4][CH2:3][CH2:2][N:30]2[CH2:35][CH2:34][O:33][CH2:32][CH2:31]2)[CH:13]=3)=[O:15])[CH2:22][CH2:21][CH2:20][CH2:19][CH2:18]1 |f:1.2.3|. Procedure: To a stirred solution of 6-(2-bromoethoxy)-N-cyclohexyl-4-methyl-1H-indole-2-carboxamide (I-9A-c: 0.1 g, 0.26 mmol) in acetonitrile (5 mL) at 0° C. was added Cs2CO3 (172.7 mg, 0.53 mmol) followed by morpholine (46.12 mg, 0.53 mmol) dropwise. The resulting reaction mixture was stirred at room temperature for 16 h, diluted with water (10 mL) and extracted with ethyl acetate (2×20 mL). The combined ethyl acetate layers were washed with brine (20 mL), dried over anhydrous Na2SO4 and concentrated und... Starting materials: COC(=O)c1ccc(N)cn1, O=Cc1ccc(Cl)c(Cl)c1, c1ccccc1. The product is COC(=O)c1ccc(N=Cc2ccc(Cl)c(Cl)c2)cn1. RXN SMILES: [CH3:1][O:2][C:3](=[O:4])[c:5]1[n:6][cH:7][c:8]([NH2:11])[cH:9][cH:10]1.[Cl:12][c:13]1[cH:14][c:15]([CH:16]=[O:17])[cH:18][cH:19][c:20]1[Cl:21].[cH:22]1[cH:23][cH:24][cH:25][cH:26][cH:27]1>>[CH3:1][O:2][C:3](=[O:4])[c:5]1[n:6][cH:7][c:8]([N:11]=[CH:16][c:15]2[cH:14][c:13]([Cl:12])[c:20]([Cl:21])[cH:19][cH:18]2)[cH:9][cH:10]1. The reactants are COC(=O)CCc1cc(OC)ccn1, [Na+], C1CCOC1, [OH-]. Product: COc1ccnc(CCC(=O)O)c1. As a reaction SMILES: [CH3:1][O:2][c:3]1[cH:4][c:5]([CH2:9][CH2:10][C:11](=[O:12])[O:13][CH3:14])[n:6][cH:7][cH:8]1.[Na+:16].[O:17]1[CH2:18][CH2:19][CH2:20][CH2:21]1.[OH-:15]>>[CH3:1][O:2][c:3]1[cH:4][c:5]([CH2:9][CH2:10][C:11](=[O:12])[OH:13])[n:6][cH:7][cH:8]1. The reactants are NCCC(=O)O (β-alanine), ClC(=O)OCC1=CC=CC=C1 (benzyl chloroformate). The solvent is [OH-].[Na+] (NaOH). Conditions: time 1.5 hour. The product is N(CCC(=O)O)C(=O)OCC1=CC=CC=C1 (Z-βAla). Isolated yield 92.0%. RXN SMILES: [NH2:1][CH2:2][CH2:3][C:4]([OH:6])=[O:5].Cl[C:8]([O:10][CH2:11][C:12]1[CH:17]=[CH:16][CH:15]=[CH:14][CH:13]=1)=[O:9]>[OH-].[Na+]>[NH:1]([C:8]([O:10][CH2:11][C:12]1[CH:17]=[CH:16][CH:15]=[CH:14][CH:13]=1)=[O:9])[CH2:2][CH2:3][C:4]([OH:6])=[O:5] |f:2.3|. Reported procedure: A stirred solution of β-alanine (50.10 g, 0.562 mol) in 2M NaOH (281 mL) at 0° C. was treated with benzyl chloroformate (88 mL, 1.1 equiv), dropwise over 1 h. Stirring was continued for 1.5 h at 0° C., followed by 1.5 h at rt. The resulting mixture was extracted with ether (4×500 mL). The aqueous phase was acidified with 5M HCl (120 mL). The resulting white precipitate was collected by filtration, washed with water and dissolved in methylene chloride. The solution was dried over sodium sulfate a... The reactants are CCOC(C)=O, CCCCCC, CS(C)=O, CCOCC, Nc1ccc2nc(Cl)sc2c1, [K+], N#C[K], O=P([O-])(O)O. Yields the product N#Cc1nc2ccc(N)cc2s1. As a reaction SMILES: [C:21]([O:22][CH2:23][CH3:24])(=[O:25])[CH3:26].[CH3:15][CH2:16][CH2:17][CH2:18][CH2:19][CH3:20].[CH3:33][S:34]([CH3:35])=[O:36].[CH3:37][CH2:38][O:39][CH2:40][CH3:41].[Cl:4][c:5]1[s:6][c:7]2[c:8]([n:9]1)[cH:10][cH:11][c:12]([NH2:14])[cH:13]2.[K+:32].[K:1][C:2]#[N:3].[P:27]([O-:28])([OH:29])([OH:30])=[O:31]>>[C:2](#[N:3])[c:5]1[s:6][c:7]2[c:8]([n:9]1)[cH:10][cH:11][c:12]([NH2:14])[cH:13]2. Reactants: N1C=NC2=C1C=CC(=C2)N (1H-benzo[d]imidazol-5-amine), C(OC(C[N+]#[C-])(C)C)(OC)=O (1-isocyano-2-methylpropan-2-yl methyl carbonate), CC(C)([O-])C.[Na+] (sodium tert.-butoxide), S1CCN(CC1)C1=CC=C(C=O)C=C1 (4-thiomorpholinobenzaldehyde), C(C)OC(=O)CC(=O)O (2-(ethoxycarbonyl)acetic acid). Product: N1C=NC2=C1C=CC(=C2)N2C(CC(C2C2=CC=C(C=C2)N2CCSCC2)=O)=O (1-(1H-Benzo[d]imidazol-5-yl)-5-(4-thiomorpholinophenyl)-pyrrolidine-2,4-dione). Reaction SMILES: [NH:1]1[C:5]2[CH:6]=[CH:7][C:8]([NH2:10])=[CH:9][C:4]=2[N:3]=[CH:2]1.[S:11]1[CH2:16][CH2:15][N:14]([C:17]2[CH:24]=[CH:23][C:20]([CH:21]=O)=[CH:19][CH:18]=2)[CH2:13][CH2:12]1.C([O:27][C:28]([CH2:30][C:31](O)=[O:32])=O)C.C(=O)(OC)OC(C)(C)C[N+]#[C-].CC(C)([O-])C.[Na+]>>[NH:1]1[C:5]2[CH:6]=[CH:7][C:8]([N:10]3[CH:21]([C:20]4[CH:23]=[CH:24][C:17]([N:14]5[CH2:15][CH2:16][S:11][CH2:12][CH2:13]5)=[CH:18][CH:19]=4)[C:28](=[O:27])[CH2:30][C:31]3=[O:32])=[CH:9][C:4]=2[N:3]=[CH:2]1 |f:4.5|. Procedure details: The compound was synthesized starting from 1H-benzo[d]imidazol-5-amine (0.963 g, 7.24 mmol), 4-thiomorpholinobenzaldehyde (1.5 g, 7.24 mmol), 2-(ethoxycarbonyl)acetic acid (0.957 g, 7.24 mmol), 1-isocyano-2-methylpropan-2-yl methyl carbonate (1.13 g, 7.24 mmol) and sodium tert.-butoxide (0.77 g, 6.87 mmol) according to method 3. Starting materials: O (water), C(CC(C)C)ON=O (isoamylnitrite), FC1=C(OC2=CC=C(C=C2)N)C=CC=C1 (4-(2-fluoro-phenoxy)-phenylamine), ICI (diiodomethane). Run at temperature 55 celsius. The solvent is C(C)#N (acetonitrile). Reported procedure: Add isoamylnitrite (2.45 g, 2.5 Eq.) to 4-(2-fluoro-phenoxy)-phenylamine (1.70 g, 8.37 mmol) and diiodomethane (7.84 g, 3.5 Eq.) in acetonitrile (10 mL) while stirring at 55° C. under a nitrogen atmosphere. Slowly heat mixture to 75° C. and heat at this temperature for 3 hours. Cool to room temperature and pour into water, and extract the desired material into ethyl acetate. Wash this organic layer once with water, dry over potassium carbonate, filter, and concentrate under reduced vacuum to giv... The product is FC1=C(OC2=CC=C(C=C2)I)C=CC=C1 (4-(2-Fluoro-phenoxy)-iodobenzene). Yield: 91.7%. As a reaction SMILES: C(ON=O)CC(C)C.[F:9][C:10]1[CH:23]=[CH:22][CH:21]=[CH:20][C:11]=1[O:12][C:13]1[CH:18]=[CH:17][C:16](N)=[CH:15][CH:14]=1.[I:24]CI.O>C(#N)C>[F:9][C:10]1[CH:23]=[CH:22][CH:21]=[CH:20][C:11]=1[O:12][C:13]1[CH:18]=[CH:17][C:16]([I:24])=[CH:15][CH:14]=1.